Dataset: the Open Reaction Database (ORD), a public repository of structured organic reaction records. Task: describe an organic reaction: reactants, conditions, products, and yield The reactants are C(C1=CC=CC=C1)N1C(=NN=C1OC)Br (4-benzyl-3-bromo-5-methoxy-4H-1,2,4-triazole), C(C1=CC=CC=C1)N1C(=NN=C1OC)Br (4-benzyl-3-bromo-5-methoxy-4H-1,2,4-triazole), C1(CC1)C1=CC(=C(C(=O)OC)C=C1B1OC(C(O1)(C)C)(C)C)C (methyl 4-cyclopropyl-2-methyl-5-(4,4,5,5-tetramethyl-1,3,2-dioxaborolan-2-yl)benzoate), C1(CC1)C1=CC(=C(C(=O)OC)C=C1B1OC(C(O1)(C)C)(C)C)C (methyl 4-cyclopropyl-2-methyl-5-(4,4,5,5-tetramethyl-1,3,2-dioxaborolan-2-yl)benzoate), PdCl2(dppf)CH2Cl2, C([O-])([O-])=O.[K+].[K+] (potassium carbonate). Run in O1CCOCC1 (dioxane), O (water). Conditions: temperature 90 celsius. The product is C(C1=CC=CC=C1)N1C(=NN=C1OC)C=1C(=CC(=C(C(=O)OC)C1)C)C1CC1 (Methyl 5-(4-benzyl-5-methoxy-4H-1,2,4-triazol-3-yl)-4-cyclopropyl-2-methylbenzoate). Isolated yield 89.3%. RXN SMILES: [CH2:1]([N:8]1[C:12]([O:13][CH3:14])=[N:11][N:10]=[C:9]1Br)[C:2]1[CH:7]=[CH:6][CH:5]=[CH:4][CH:3]=1.[CH:16]1([C:19]2[C:28](B3OC(C)(C)C(C)(C)O3)=[CH:27][C:22]([C:23]([O:25][CH3:26])=[O:24])=[C:21]([CH3:38])[CH:20]=2)[CH2:18][CH2:17]1.C(=O)([O-])[O-].[K+].[K+]>O1CCOCC1.O>[CH2:1]([N:8]1[C:12]([O:13][CH3:14])=[N:11][N:10]=[C:9]1[C:28]1[C:19]([CH:16]2[CH2:18][CH2:17]2)=[CH:20][C:21]([CH3:38])=[C:22]([CH:27]=1)[C:23]([O:25][CH3:26])=[O:24])[C:2]1[CH:7]=[CH:6][CH:5]=[CH:4][CH:3]=1 |f:2.3.4|. Procedure: A mixture of 4-benzyl-3-bromo-5-methoxy-4H-1,2,4-triazole (compound 91.3, 1.2 g, 4.48 mmol), methyl 4-cyclopropyl-2-methyl-5-(4,4,5,5-tetramethyl-1,3,2-dioxaborolan-2-yl)benzoate (compound 91.1, 1.56 g, 4.93 mmol), PdCl2(dppf)CH2Cl2 (0.37 g, 0.45 mmol) and potassium carbonate (3.10 g, 22.5 mmol) in dioxane (50 mL) and water (20 mL) was degassed with argon. The mixture was heated at 90° C. for 18 hours under argon, then cooled to room temperature. The mixture was diluted with ethyl acetate (300 m... Reactants: BrCC1=C(N=C2N1C1=CC=C(C=C1NC2=O)C(F)(F)F)C(=O)OCC (1-Bromomethyl-2-ethoxycarbonyl-7-trifluoromethylimidazo[1,2-a]quinoxalin-4(5H)-one), CC=1NC=CN1 (2-methylimidazole). Run in C(C)#N (acetonitrile). Run at temperature 80 celsius, time 4 hour. The product is C(C)OC(=O)C=1N=C2N(C3=CC=C(C=C3NC2=O)C(F)(F)F)C1CN1C(=NC=C1)C (2-Ethoxycarbonyl-1-(2-methyl-1-imidazolyl)methyl-7-trifluoromethylimidazo[1,2-a]quinoxalin-4(5H)-one). Isolated yield 62.0%. RXN SMILES: Br[CH2:2][C:3]1[N:7]2[C:8]3[C:13]([NH:14][C:15](=[O:16])[C:6]2=[N:5][C:4]=1[C:21]([O:23][CH2:24][CH3:25])=[O:22])=[CH:12][C:11]([C:17]([F:20])([F:19])[F:18])=[CH:10][CH:9]=3.[CH3:26][C:27]1[NH:28][CH:29]=[CH:30][N:31]=1>C(#N)C>[CH2:24]([O:23][C:21]([C:4]1[N:5]=[C:6]2[C:15](=[O:16])[NH:14][C:13]3[C:8](=[CH:9][CH:10]=[C:11]([C:17]([F:20])([F:19])[F:18])[CH:12]=3)[N:7]2[C:3]=1[CH2:2][N:28]1[CH:29]=[CH:30][N:31]=[C:27]1[CH3:26])=[O:22])[CH3:25]. Reported procedure: A suspension of 1-bromomethyl-2-ethoxycarbonyl-7-trifluoromethylimidazo[1,2-a]quinoxalin-4(5H)-one (Example 3) (4.18 g, 10.0 mmol) and 2-methylimidazole (1.8 g, 22.0 mmol) in acetonitrile (200 ml) was stirred at 80° C. for 4 h. The solvent was evaporated in vacuo and the residue submitted to flash chromatography on silica gel 60 eluting with dichloromethane/methanol (19:1). The purified product was washed with water to give 2.6 g (62%) of the title compound. M.p. >250° C. Reactants: CCO, Cl, N#Cc1cc(-c2ccc(C(F)(F)F)cc2)nc(N2CCCC2)c1. Yields the product NCc1cc(-c2ccc(C(F)(F)F)cc2)nc(N2CCCC2)c1. RXN SMILES: [CH3:25][CH2:26][OH:27].[ClH:24].[N:1]1([c:6]2[cH:7][c:8]([C:9]#[N:10])[cH:11][c:12](-[c:14]3[cH:15][cH:16][c:17]([C:20]([F:21])([F:22])[F:23])[cH:18][cH:19]3)[n:13]2)[CH2:2][CH2:3][CH2:4][CH2:5]1>>[N:1]1([c:6]2[cH:7][c:8]([CH2:9][NH2:10])[cH:11][c:12](-[c:14]3[cH:15][cH:16][c:17]([C:20]([F:21])([F:22])[F:23])[cH:18][cH:19]3)[n:13]2)[CH2:2][CH2:3][CH2:4][CH2:5]1. Reactants: C(C)C1OC2=C(S1)C(=C(C(=C2C)C)OC(CC)=O)C (2-Ethyl-4,6,7-trimethyl-5-propionyloxy-1,3-benzoxathiole), C(C=C)C1OC2=C(S1)C(=C(C(=C2C)C)OCOC)C (allyl-5-methoxymethoxy-4,6,7-trimethyl-1,3-benzoxathiole), S(O)(O)(=O)=O (sulfuric acid). Run in C(C)(=O)O (acetic acid). Reaction conditions: temperature 50 celsius. Yields the product C(C=C)C1OC2=C(S1)C(=C(C(=C2C)C)O)C (2-Allyl-5-hydroxy-4,6,7-trimethyl-1,3-benzoxathiole). Reaction SMILES: C(C1SC2C(C)=C(OC(=O)CC)C(C)=C(C)C=2O1)C.[CH2:20]([CH:23]1[S:27][C:26]2[C:28]([CH3:38])=[C:29]([O:34]COC)[C:30]([CH3:33])=[C:31]([CH3:32])[C:25]=2[O:24]1)[CH:21]=[CH2:22].S(=O)(=O)(O)O>C(O)(=O)C>[CH2:20]([CH:23]1[S:27][C:26]2[C:28]([CH3:38])=[C:29]([OH:34])[C:30]([CH3:33])=[C:31]([CH3:32])[C:25]=2[O:24]1)[CH:21]=[CH2:22]. Procedure: 0.9 g of 2 allyl-5-methoxymethoxy-4,6,7-trimethyl-1,3-benzoxathiole (prepared as described in Example 89) was dissolved in 8 ml of acetic acid, and 3 drops of 10% v/v aqueous sulfuric acid were added to the resulting solution, which was then heated at 50° C. for 30 minutes. The solution was then cooled down to room temperature, and the reaction mixture was condensed by evaporation under reduced pressure. The condensate was dissolved in benzene, and the solution was washed with water and then dri... The reactants are Cl.Cl.N1C=NC=2CNCCC21 (4,5,6,7-tetrahydroimidazo[4,5-c]pyridine dihydrochloride), C(CCl)Cl (EDC), C(C)(C)(C)CC(=O)O (tert-butylacetic acid), ON1N=NC2=C1N=CC=C2 (1-hydroxy-7-azabenzotriazole), C(C)N(C(C)C)C(C)C (Ethyldiisopropylamine). The solvent is ClCCl (dichloromethane), C(C)(=O)OCC (ethyl acetate). Run at temperature 0 celsius, time 20 minute. The product is CC(CC(=O)N1CC2=C(CC1)NC=N2)(C)C (3,3-Dimethyl-1-(1,4,6,7-tetrahydroimidazo[4,5-c]pyridin-5-yl)-butan-1-one). Yield: 24.6%. As a reaction SMILES: C(Cl)CCl.[C:5]([CH2:9][C:10]([OH:12])=O)([CH3:8])([CH3:7])[CH3:6].ON1C2N=CC=CC=2N=N1.Cl.Cl.[NH:25]1[C:33]2[CH2:32][CH2:31][NH:30][CH2:29][C:28]=2[N:27]=[CH:26]1.C(N(C(C)C)C(C)C)C>ClCCl.C(OCC)(=O)C>[CH3:6][C:5]([CH3:8])([CH3:7])[CH2:9][C:10]([N:30]1[CH2:31][CH2:32][C:33]2[NH:25][CH:26]=[N:27][C:28]=2[CH2:29]1)=[O:12] |f:3.4.5|. Reported procedure: At 0° C., EDC (0.45 g, 2.4 mmol) was added to a solution of tert-butylacetic acid (0.30 mL, 2.3 mmol), and 1-hydroxy-7-azabenzotriazole (0.32 g, 2.4 mmol) in dichloromethane (30 mL). The reaction mixture was stirred for 20 min at 0° C. 4,5,6,7-tetrahydroimidazo[4,5-c]pyridine dihydrochloride (0.50 g, 2.4 mmol) was added. Ethyldiisopropylamine (0.40 mL, 2.4 mmol) was added. The reaction mixture was stirred for 16 h at room temperature. The reaction mixture was diluted with ethyl acetate (100 mL) ...